Dataset: the Open Reaction Database (ORD), a public repository of structured organic reaction records. Task: describe an organic reaction: reactants, conditions, products, and yield Starting materials: [H-].[Na+] (sodium hydride), BrC1=CC2=C(N(CCCC2NC2=CC(=NS2)C)C(=O)OC(C)C)C=C1 (isopropyl 7-bromo-5-(3-methylisothiazol-5-ylamino)-2,3,4,5-tetrahydrobenzo[b]azepine-1-carboxylate), FC(C=1C=C(CBr)C=C(C1)C(F)(F)F)(F)F (3,5-bis(trifluoromethyl)benzyl bromide). The solvent is C(C)(=O)OCC (ethyl acetate), O1CCCC1 (tetrahydrofuran). Product: FC(C=1C=C(CN(C2C3=C(N(CCC2)C(=O)OC(C)C)C=CC(=C3)Br)C3=CC(=NS3)C)C=C(C1)C(F)(F)F)(F)F ((+/−)-Isopropyl 5-[(3,5-bistrifluoromethylbenzyl)-(3-methylisothiazol-5-yl)amino]-7-bromo-2,3,4,5-tetrahydrobenzo[b]azepine-1-carboxylate). As a reaction SMILES: [H-].[Na+].[Br:3][C:4]1[CH:27]=[CH:26][C:7]2[N:8]([C:20]([O:22][CH:23]([CH3:25])[CH3:24])=[O:21])[CH2:9][CH2:10][CH2:11][CH:12]([NH:13][C:14]3[S:18][N:17]=[C:16]([CH3:19])[CH:15]=3)[C:6]=2[CH:5]=1.[F:28][C:29]([F:43])([F:42])[C:30]1[CH:31]=[C:32]([CH:35]=[C:36]([C:38]([F:41])([F:40])[F:39])[CH:37]=1)[CH2:33]Br>O1CCCC1.C(OCC)(=O)C>[F:28][C:29]([F:42])([F:43])[C:30]1[CH:31]=[C:32]([CH:35]=[C:36]([C:38]([F:41])([F:39])[F:40])[CH:37]=1)[CH2:33][N:13]([C:14]1[S:18][N:17]=[C:16]([CH3:19])[CH:15]=1)[CH:12]1[CH2:11][CH2:10][CH2:9][N:8]([C:20]([O:22][CH:23]([CH3:24])[CH3:25])=[O:21])[C:7]2[CH:26]=[CH:27][C:4]([Br:3])=[CH:5][C:6]1=2 |f:0.1|. Procedure details: Add sodium hydride to a stirring solution of isopropyl 7-bromo-5-(3-methylisothiazol-5-ylamino)-2,3,4,5-tetrahydrobenzo[b]azepine-1-carboxylate in anhydrous tetrahydrofuran at room temperature under nitrogen. After the appropriate stirring time, treat the mixture with 3,5-bis(trifluoromethyl)benzyl bromide and continue stirring for an appropriate time. Dilute the mixture with ethyl acetate, wash with water and brine and dry over sodium sulfate. Remove the solvents under reduced pressure and puri... Reactants: N#C[K], Cc1ccc(S(=O)(=O)OCC2CC3CN(C(=O)Cc4ccccc4OCc4ccccc4)CC3C(O)(c3ccccc3F)C2)cc1. Product: N#CCC1CC2CN(C(=O)Cc3ccccc3OCc3ccccc3)CC2C(O)(c2ccccc2F)C1. RXN SMILES: [K:47][C:48]#[N:49].[c:1]1([CH3:2])[cH:3][cH:4][c:5]([S:6]([O:7][CH2:11][CH:12]2[CH2:13][C:14]([OH:38])([c:39]3[c:40]([F:45])[cH:41][cH:42][cH:43][cH:44]3)[CH:15]3[CH2:16][N:17]([C:21]([CH2:22][c:23]4[c:24]([O:29][CH2:30][c:31]5[cH:32][cH:33][cH:34][cH:35][cH:36]5)[cH:25][cH:26][cH:27][cH:28]4)=[O:37])[CH2:18][CH:19]3[CH2:20]2)(=[O:8])=[O:9])[cH:10][cH:46]1>>[CH2:11]([CH:12]1[CH2:13][C:14]([OH:38])([c:39]2[c:40]([F:45])[cH:41][cH:42][cH:43][cH:44]2)[CH:15]2[CH2:16][N:17]([C:21]([CH2:22][c:23]3[c:24]([O:29][CH2:30][c:31]4[cH:32][cH:33][cH:34][cH:35][cH:36]4)[cH:25][cH:26][cH:27][cH:28]3)=[O:37])[CH2:18][CH:19]2[CH2:20]1)[C:48]#[N:49]. Yields the product C(N)(=O)C(C(C)C)(C)NCC1=C(C(=O)OCC)C=C(C=N1)CC (ethyl 2-{[(1-carbamoyl-1,2-dimethylpropyl)amino]methyl}-5-ethylnicotinate). Reported procedure: A mixture of 77 g of ethyl 2-chloromethyl-5-ethylnicotinate (0.338 mol), 44 g of α-methylvalinamide (0.338 mol) and 33.5 g of sodium bicarbonate (0.4 mol) in 60 mL dimethylsulfoxide is stirred and heated at 80° for 16 hours. The reaction is partitioned between 1:1 ethylacetate-hexane and water. The organic layer is washed thoroughly with water, dried, and concentrated in vacuo to a gum. Chromatography of this gum on silica gel using hexane-ethyl acetate mixtures as eluant affords the title produ... Reaction SMILES: Cl[CH2:2][C:3]1[N:13]=[CH:12][C:11]([CH2:14][CH3:15])=[CH:10][C:4]=1[C:5]([O:7][CH2:8][CH3:9])=[O:6].[CH3:16][C@@:17]([C:22]([NH2:24])=[O:23])([CH:19]([CH3:21])[CH3:20])[NH2:18].C(=O)(O)[O-].[Na+]>CS(C)=O>[C:22]([C:17]([NH:18][CH2:2][C:3]1[N:13]=[CH:12][C:11]([CH2:14][CH3:15])=[CH:10][C:4]=1[C:5]([O:7][CH2:8][CH3:9])=[O:6])([CH3:16])[CH:19]([CH3:21])[CH3:20])(=[O:23])[NH2:24] |f:2.3|. Reactants: ClCC1=C(C(=O)OCC)C=C(C=N1)CC (ethyl 2-chloromethyl-5-ethylnicotinate), C[C@](N)(C(C)C)C(=O)N (α-methylvalinamide), C([O-])(O)=O.[Na+] (sodium bicarbonate). Solvent: CS(=O)C (dimethylsulfoxide). Starting materials: BrCC(=O)C1=CC=C(C(C(=O)N)=C1)O (5-Bromoacetyl salicylamide), C(C1=CC=CC=C1)NCC1=CC=CC=C1 (dibenzylamine). Solvent: CC(=O)CC (ethyl methyl ketone). The product is C(C1=CC=CC=C1)N(CC(=O)C1=CC=C(C(C(=O)N)=C1)O)CC1=CC=CC=C1 (5-(N,N-dibenzylglycyl)salicylamide). The yield is 45.0%. RXN SMILES: Br[CH2:2][C:3]([C:5]1[CH:13]=[C:9]([C:10]([NH2:12])=[O:11])[C:8]([OH:14])=[CH:7][CH:6]=1)=[O:4].[CH2:15]([NH:22][CH2:23][C:24]1[CH:29]=[CH:28][CH:27]=[CH:26][CH:25]=1)[C:16]1[CH:21]=[CH:20][CH:19]=[CH:18][CH:17]=1>CC(CC)=O>[CH2:23]([N:22]([CH2:15][C:16]1[CH:21]=[CH:20][CH:19]=[CH:18][CH:17]=1)[CH2:2][C:3]([C:5]1[CH:13]=[C:9]([C:10]([NH2:12])=[O:11])[C:8]([OH:14])=[CH:7][CH:6]=1)=[O:4])[C:24]1[CH:29]=[CH:28][CH:27]=[CH:26][CH:25]=1. Procedure details: 5-Bromoacetyl salicylamide (515 g) was added to a stirred solution of dibenzylamine (750 g) in ethyl methyl ketone (3.0 l). The mixture was heated at reflux for one hour and the dibenzylamine hydrobromide was filtered and dried. The filtrate was allowed to cool, when the crude product crystallised. This was filtered off, dried, and recrystallised from ethyl acetate, (5 l), to give 5-(N,N-dibenzylglycyl)salicylamide as an off-white solid (336 g), m.p. 168°. Reactants: C, CN(C)C, CO, O=C[O-], O=[N+]([O-])c1ccc2c(c1)CCN2, [NH4+], C1CCOC1, O, [Pd], CS(=O)(=O)Cl. The product is CS(=O)(=O)Nc1ccc2c(c1)CCN2. As a reaction SMILES: [C:33].[CH3:17][N:18]([CH3:19])[CH3:20].[CH3:26][OH:27].[CH:13]([O-:14])=[O:15].[N+:1]([O-:2])(=[O:3])[c:4]1[cH:5][c:6]2[c:10]([cH:11][cH:12]1)[NH:9][CH2:8][CH2:7]2.[NH4+:16].[O:28]1[CH2:29][CH2:30][CH2:31][CH2:32]1.[OH2:35].[Pd:34].[S:21](=[O:22])(=[O:23])([CH3:24])[Cl:25]>>[NH:1]([c:4]1[cH:5][c:6]2[c:10]([cH:11][cH:12]1)[NH:9][CH2:8][CH2:7]2)[S:21](=[O:22])(=[O:23])[CH3:24]. Reactants: OCCCC#Cc1cccc(Br)c1, [H][H], O=[Pt]. The product is OCCCCCc1cccc(Br)c1. As a reaction SMILES: [Br:1][c:2]1[cH:3][c:4]([C:8]#[C:9][CH2:10][CH2:11][CH2:12][OH:13])[cH:5][cH:6][cH:7]1.[H:14][H:15].[Pt:16]=[O:17]>>[Br:1][c:2]1[cH:3][c:4]([CH2:8][CH2:9][CH2:10][CH2:11][CH2:12][OH:13])[cH:5][cH:6][cH:7]1. The reactants are C1CCOC1, CC(C)(C)[O-], CCOC(C)=O, CS(C)=O, C[S+](C)(C)=O, [I-], [K+], C=C(c1ccc2nc(-c3ccc(C4OCCCO4)cc3F)sc2c1)c1ccccn1. Product: Fc1cc(C2OCCCO2)ccc1-c1nc2ccc(C3(c4ccccn4)CC3)cc2s1. Reaction SMILES: [CH2:53]1[O:54][CH2:55][CH2:56][CH2:57]1.[CH3:1][C:2]([CH3:3])([O-:4])[CH3:5].[CH3:43][CH2:44][O:45][C:46]([CH3:47])=[O:48].[CH3:49][S:50]([CH3:51])=[O:52].[CH3:8][S+:9]([CH3:10])([CH3:11])=[O:12].[I-:7].[K+:6].[O:13]1[CH:14]([c:19]2[cH:20][c:21]([F:42])[c:22](-[c:25]3[s:26][c:27]4[c:28]([n:29]3)[cH:30][cH:31][c:32]([C:34](=[CH2:35])[c:36]3[n:37][cH:38][cH:39][cH:40][cH:41]3)[cH:33]4)[cH:23][cH:24]2)[O:15][CH2:16][CH2:17][CH2:18]1>>[CH2:1]1[C:34]([c:32]2[cH:31][cH:30][c:28]3[c:27]([s:26][c:25](-[c:22]4[c:21]([F:42])[cH:20][c:19]([CH:14]5[O:13][CH2:18][CH2:17][CH2:16][O:15]5)[cH:24][cH:23]4)[n:29]3)[cH:33]2)([c:36]2[n:37][cH:38][cH:39][cH:40][cH:41]2)[CH2:35]1. Reactants: BrC1=CC(=C(C=C1)NC1=C(N=CC=2N1C=NC2)C(=O)NOCCOC=C)F (5-(4-bromo-2-fluorophenylamino)-N-(2-(vinyloxy)ethoxy)-imidazo[1,5-a]pyrazine-6-carboxamide), CC1(OC[C@@H](O1)CON)C ((R)—O-((2,2-dimethyl-1,3-dioxolan-4-yl)methyl)hydroxylamine). Product: BrC1=CC(=C(C=C1)NC1=C(N=CC=2N1C=NC2)C(=O)NOC[C@@H]2OC(OC2)(C)C)F ((R)-5-(4-Bromo-2-fluorophenylamino)-N-((2,2-dimethyl-1,3-dioxolan-4-yl)methoxy)imidazo[1,5-a]pyrazine-6-carboxamide). RXN SMILES: [Br:1][C:2]1[CH:7]=[CH:6][C:5]([NH:8][C:9]2[N:14]3[CH:15]=[N:16][CH:17]=[C:13]3[CH:12]=[N:11][C:10]=2[C:18](NOCCOC=C)=[O:19])=[C:4]([F:27])[CH:3]=1.[CH3:28][C:29]1([CH3:37])[O:33][C@@H:32]([CH2:34][O:35][NH2:36])[CH2:31][O:30]1>>[Br:1][C:2]1[CH:7]=[CH:6][C:5]([NH:8][C:9]2[N:14]3[CH:15]=[N:16][CH:17]=[C:13]3[CH:12]=[N:11][C:10]=2[C:18]([NH:36][O:35][CH2:34][C@H:32]2[CH2:31][O:30][C:29]([CH3:37])([CH3:28])[O:33]2)=[O:19])=[C:4]([F:27])[CH:3]=1. Procedure: The desired compound was prepared in an analogous fashion to 5-(4-bromo-2-fluorophenylamino)-N-(2-(vinyloxy)ethoxy)-imidazo[1,5-a]pyrazine-6-carboxamide, using (R)—O-((2,2-dimethyl-1,3-dioxolan-4-yl)methyl)hydroxylamine as the starting material. The reactants are CC1=NC=2N(C(=C1C)O)N=C(N2)C(=O)OC (5,6-dimethyl-7-hydroxy-2-methoxycarbonyl-s-triazolo[1,5-a]pyrimidine), CN(C1=CC=CC=C1)C.P(=O)(Cl)(Cl)Cl (phosphorus oxychloride N,N-dimethylaniline). Yields the product ClC1=C(C(=NC=2N1N=C(N2)C(=O)OC)C)C (7-chloro-5,6-dimethyl-2-methoxycarbonyl-s-triazolo[1,5-a]pyrimidine). The yield is 186.3%. Reaction SMILES: [CH3:1][C:2]1[C:7]([CH3:8])=[C:6](O)[N:5]2[N:10]=[C:11]([C:13]([O:15][CH3:16])=[O:14])[N:12]=[C:4]2[N:3]=1.CN(C)C1C=CC=CC=1.P(Cl)(Cl)([Cl:28])=O>>[Cl:28][C:6]1[N:5]2[N:10]=[C:11]([C:13]([O:15][CH3:16])=[O:14])[N:12]=[C:4]2[N:3]=[C:2]([CH3:1])[C:7]=1[CH3:8] |f:1.2|. Procedure: To a suspension of the product obtained in Step 1 (50 g) in 500 ml of phosphorus oxychloride N,N-dimethylaniline (30 g) was dropwise added at room temperature, the mixture was refluxed for two hours, excess phosphorus oxychloride was removed by distillation under normal pressure, and the black oil left was dissolved in 200 ml of chloroform. This solution was slowly poured into 200 ml of ice-cooled saturated sodium bicarbonate solution, the chloroform layer was collected after thorough mixing, an...